Dataset: the Open Reaction Database (ORD), a public repository of structured organic reaction records. Task: describe an organic reaction: reactants, conditions, products, and yield The reactants are C([O-])([O-])=O.[Na+].[Na+] (sodium carbonate), ClC1=NC=CC2=C1N=C(N=C2)SC (8-chloro-2-(methylthio)pyrido[3,4-d]pyrimidine), CN1N=CC(=C1)B1OC(C(O1)(C)C)(C)C (1-methyl-4-(4,4,5,5-tetramethyl-1,3,2-dioxaborolan-2-yl)-1H-pyrazole), C(Cl)Cl (DCM). The reagents and catalysts are C1=CC=C(C=C1)P([C-]2C=CC=C2)C3=CC=CC=C3.C1=CC=C(C=C1)P([C-]2C=CC=C2)C3=CC=CC=C3.Cl[Pd]Cl.[Fe+2] (Pd(dppf)Cl2). The solvent is O (water), CCOC(=O)C (EtOAc), C1CCOC1 (THF). Product: CN1N=CC(=C1)C1=NC=CC2=C1N=C(N=C2)SC (8-(1-methyl-1H-pyrazol-4-yl)-2-(methylthio)pyrido[3,4-d]pyrimidine). Yield: 112.8%. As a reaction SMILES: Cl[C:2]1[C:7]2[N:8]=[C:9]([S:12][CH3:13])[N:10]=[CH:11][C:6]=2[CH:5]=[CH:4][N:3]=1.[CH3:14][N:15]1[CH:19]=[C:18](B2OC(C)(C)C(C)(C)O2)[CH:17]=[N:16]1.C(Cl)Cl.C(=O)([O-])[O-].[Na+].[Na+]>C1COCC1.O.CCOC(C)=O.C1C=CC(P(C2C=CC=CC=2)[C-]2C=CC=C2)=CC=1.C1C=CC(P(C2C=CC=CC=2)[C-]2C=CC=C2)=CC=1.Cl[Pd]Cl.[Fe+2]>[CH3:14][N:15]1[CH:19]=[C:18]([C:2]2[C:7]3[N:8]=[C:9]([S:12][CH3:13])[N:10]=[CH:11][C:6]=3[CH:5]=[CH:4][N:3]=2)[CH:17]=[N:16]1 |f:3.4.5,9.10.11.12|. Procedure details: A solution of 8-chloro-2-(methylthio)pyrido[3,4-d]pyrimidine (Preparation 33, 480 mg, 2.268 mmol), 1-methyl-4-(4,4,5,5-tetramethyl-1,3,2-dioxaborolan-2-yl)-1H-pyrazole (940 mg, 4.52 mmol) and Pd(dppf)Cl2.DCM (100 mg, 0.122 mmol) was dissolved in THF (15 mL) and 2M sodium carbonate in water (5 mL) and heated to 65° C. for 18 hours. The mixture was diluted with EtOAc and quenched with brine. The aqueous layer was extracted with EtOAc three times. The combined organic layers were washed with water ... Starting materials: C=O (formaldehyde), Cl.Cl.ClC=1C=C2C(=NC1)C=C(O2)[C@H]2NCCC2 (6-chloro-2-(2-(S)-pyrrolidinyl)-furo[3,2-b]pyridine dihydrochloride), C(=O)([O-])[O-].[K+].[K+] (K2CO3). Run in C(=O)O (formic acid). The product is Cl.Cl.ClC=1C=C2C(=NC1)C=C(O2)[C@H]2N(CCC2)C (6-chloro-2-(1-methyl-2-(S)-pyrrolidinyl)-furo[3,2-b]pyridine dihydrochloride). As a reaction SMILES: [ClH:1].Cl.[Cl:3][C:4]1[CH:5]=[C:6]2[O:12][C:11]([C@@H:13]3[CH2:17][CH2:16][CH2:15][NH:14]3)=[CH:10][C:7]2=[N:8][CH:9]=1.C=O.[C:20]([O-])([O-])=O.[K+].[K+]>C(O)=O>[ClH:3].[ClH:1].[Cl:3][C:4]1[CH:5]=[C:6]2[O:12][C:11]([C@@H:13]3[CH2:17][CH2:16][CH2:15][N:14]3[CH3:20])=[CH:10][C:7]2=[N:8][CH:9]=1 |f:0.1.2,4.5.6,8.9.10|. Reported procedure: A 315 mg (1.04 mmol) sample of 6-chloro-2-(2-(S)-pyrrolidinyl)-furo[3,2-b]pyridine dihydrochloride, from Example 7c above, was dissolved in 3 mL of 88% formic acid and 6 mL of 37% aqueous formaldehyde and heated at reflux for 0.5 hour. The reaction mixture was cooled, poured into saturated K2CO3, and the mixture was extracted with CH2Cl2. The extract was dried over MgSO4, and the solvent was removed. The residue was chromatographed on silica gel, eluting with 100:0 to 95:5 CHCl3 :MeOH. The resid... Starting materials: CCOC(=O)c1sc2nc(CN3CCN(C(=O)OC(C)(C)C)CC3)[nH]c(=O)c2c1C, Cl, [Na+], [OH-]. The product is Cc1c(C(=O)O)sc2nc(CN3CCN(C(=O)OC(C)(C)C)CC3)[nH]c(=O)c12. Reaction SMILES: [C:1]([CH3:2])([CH3:3])([CH3:4])[O:5][C:6](=[O:7])[N:8]1[CH2:9][CH2:10][N:11]([CH2:14][c:15]2[nH:16][c:17](=[O:30])[c:18]3[c:19]([n:20]2)[s:21][c:22]([C:25](=[O:26])[O:27][CH2:28][CH3:29])[c:23]3[CH3:24])[CH2:12][CH2:13]1.[ClH:31].[Na+:33].[OH-:32]>>[C:1]([CH3:2])([CH3:3])([CH3:4])[O:5][C:6](=[O:7])[N:8]1[CH2:9][CH2:10][N:11]([CH2:14][c:15]2[nH:16][c:17](=[O:30])[c:18]3[c:19]([n:20]2)[s:21][c:22]([C:25](=[O:26])[OH:27])[c:23]3[CH3:24])[CH2:12][CH2:13]1. RXN SMILES: C[O:2][C:3]([C@@H:5]1[C@H:9]([CH2:10][CH2:11][NH:12][CH2:13][CH2:14][C:15]2[CH:20]=[CH:19][CH:18]=[CH:17][CH:16]=2)[CH2:8][CH2:7][N:6]1[C@H:21]([C:23]1[CH:28]=[CH:27][CH:26]=[CH:25][CH:24]=1)[CH3:22])=O.OC1C=CC=CN=1>C1COCC1.CCOCC>[CH2:13]([N:12]1[CH2:11][CH2:10][C@@H:9]2[CH2:8][CH2:7][N:6]([C@H:21]([C:23]3[CH:24]=[CH:25][CH:26]=[CH:27][CH:28]=3)[CH3:22])[C@@H:5]2[C:3]1=[O:2])[CH2:14][C:15]1[CH:20]=[CH:19][CH:18]=[CH:17][CH:16]=1. Procedure: A solution of (2S,3R)-3-(2-Phenethylamino-ethyl)-1-((S)-1-phenyl-ethyl)-pyrrolidine-2 carboxylic acid methyl ester (400 mg, 1.05 mmol) and 2-hydroxyl pyridine (100 mg, 1.05 mmol) in THF (10 mL) is stirred at 40° C. for 24 hrs. The reaction is diluted with 50 mL of ether and washed with 2×120 mL of water. After dried and concentrated to give a pale liquid (350 mg, LC/MS shown a clean product only) without further purification for next step reaction. The reactants are COC(=O)[C@H]1N(CC[C@H]1CCNCCC1=CC=CC=C1)[C@@H](C)C1=CC=CC=C1 ((2S,3R)-3-(2-Phenethylamino-ethyl)-1-((S)-1-phenyl-ethyl)-pyrrolidine-2 carboxylic acid methyl ester), OC1=NC=CC=C1 (2-hydroxyl pyridine). Product: C(CC1=CC=CC=C1)N1C([C@@H]2[C@H](CC1)CCN2[C@@H](C)C2=CC=CC=C2)=O ((3aS,7aS)-6-Phenethyl-1-((S)-1-phenyl-ethyl)-octahydro-pyrrolo[2,3-c]pyridin-7-one). Run in C1CCOC1 (THF), CCOCC (ether). The reactants are Cc1cccc(C)c1N1CCNCC1, CCOC(=O)Nc1nc2ccc(F)cc2nc1OC. Product: COc1nc2cc(F)ccc2nc1NC(=O)N1CCN(c2c(C)cccc2C)CC1. As a reaction SMILES: [CH3:20][c:21]1[c:22]([N:28]2[CH2:29][CH2:30][NH:31][CH2:32][CH2:33]2)[c:23]([CH3:27])[cH:24][cH:25][cH:26]1.[F:1][c:2]1[cH:3][c:4]2[n:5][c:6]([O:18][CH3:19])[c:7]([NH:12][C:13]([O:14][CH2:15][CH3:16])=[O:17])[n:8][c:9]2[cH:10][cH:11]1>>[F:1][c:2]1[cH:3][c:4]2[n:5][c:6]([O:18][CH3:19])[c:7]([NH:12][C:13](=[O:17])[N:31]3[CH2:30][CH2:29][N:28]([c:22]4[c:21]([CH3:20])[cH:26][cH:25][cH:24][c:23]4[CH3:27])[CH2:33][CH2:32]3)[n:8][c:9]2[cH:10][cH:11]1. The reactants are CC1(C2C(C(CC1=NC(CCC1CCOCC1)C=1C=NC=CC1)C2)(C)C)O (2,6,6-trimethyl-3-(1-(3-pyridyl)-3-(4-oxanyl)propylimino]bicyclo[3.1.1]heptan-2-ol), Cl.NO (hydroxylamine hydrochloride), C(=O)([O-])[O-].[K+].[K+] (K2CO3). Run in C(C)O (ethanol). Yields the product N1=CC(=CC=C1)[C@@H](CCC1CCOCC1)N ((R)-1-(3-Pyridyl)-3-(4-oxanyl)-propylamine). The yield is 79.9%. Reaction SMILES: CC1(O)C(=[N:8][CH:9]([C:18]2[CH:19]=[N:20][CH:21]=[CH:22][CH:23]=2)[CH2:10][CH2:11][CH:12]2[CH2:17][CH2:16][O:15][CH2:14][CH2:13]2)CC2CC1C2(C)C.Cl.NO.C([O-])([O-])=O.[K+].[K+]>C(O)C>[N:20]1[CH:21]=[CH:22][CH:23]=[C:18]([C@H:9]([NH2:8])[CH2:10][CH2:11][CH:12]2[CH2:13][CH2:14][O:15][CH2:16][CH2:17]2)[CH:19]=1 |f:1.2,3.4.5|. Procedure details: To a solution of 2,6,6-trimethyl-3-(1-(3-pyridyl)-3-(4-oxanyl)propylimino]bicyclo[3.1.1]heptan-2-ol (1.85 g, 5.0 mmol) in ethanol (20 mL) was added hydroxylamine hydrochloride (2.00 g, 28.8 mmol) and K2CO3 (3.98 g, 28.8 mmol) and the mixture was heated to reflux for 16 h. The reaction was then cooled to room temperature, filtered through Celite, washed with ethanol, concentrated by rotary evaporation and purified by column chromatography, using a gradient of chloroform:methanol:ammonium hydroxid... Starting materials: C=CCOC(=O)c1c(O)cccc1CC=C, CC(C)=O, [K+], [K+], O=C([O-])[O-]. Product: C=CCOC(=O)c1c(CC=C)cccc1OC. Reaction SMILES: [CH2:1]([CH:2]=[CH2:3])[c:4]1[cH:5][cH:6][cH:7][c:8]([OH:16])[c:9]1[C:10](=[O:11])[O:12][CH2:13][CH:14]=[CH2:15].[CH3:23][C:24](=[O:25])[CH3:26].[K+:17].[K+:18].[O-:19][C:20]([O-:21])=[O:22]>>[CH2:1]([CH:2]=[CH2:3])[c:4]1[cH:5][cH:6][cH:7][c:8]([O:16][CH3:20])[c:9]1[C:10](=[O:11])[O:12][CH2:13][CH:14]=[CH2:15]. Reactants: NC=1C(=NC(=CC1)C1CCC2(OCCO2)CC1)C(=O)O (3-amino-6-(1,4-dioxaspiro[4.5]dec-8-yl)pyridine-2-carboxylic acid), NC=1C(=NC(=CC1)C1CCC2(OCCO2)CC1)C(=O)O (3-amino-6-(1,4-dioxaspiro[4.5]dec-8-yl)pyridine-2-carboxylic acid), CN(C)C=O (DMF), CCN(C(C)C)C(C)C (DIPEA), Cl.CN (methylamine hydrochloride), CN(C)C(=[N+](C)C)ON1C2=C(C=CC=C2)N=N1.[B-](F)(F)(F)F (TBTU). Conditions: time 8 hour. Yields the product NC=1C(=NC(=CC1)C1CCC2(OCCO2)CC1)C(=O)NC (3-Amino-6-(1,4-dioxaspiro[4.5]dec-8-yl)-N-methylpyridine-2-carboxamide). Yield: 60.5%. RXN SMILES: [NH2:1][C:2]1[C:3]([C:18](O)=[O:19])=[N:4][C:5]([CH:8]2[CH2:17][CH2:16][C:11]3([O:15][CH2:14][CH2:13][O:12]3)[CH2:10][CH2:9]2)=[CH:6][CH:7]=1.[CH3:21][N:22](C=O)C.CCN(C(C)C)C(C)C.Cl.CN.CN(C(ON1N=NC2C=CC=CC1=2)=[N+](C)C)C.[B-](F)(F)(F)F>>[NH2:1][C:2]1[C:3]([C:18]([NH:22][CH3:21])=[O:19])=[N:4][C:5]([CH:8]2[CH2:9][CH2:10][C:11]3([O:12][CH2:13][CH2:14][O:15]3)[CH2:16][CH2:17]2)=[CH:6][CH:7]=1 |f:3.4,5.6|. Procedure details: A solution of 3-amino-6-(1,4-dioxaspiro[4.5]dec-8-yl)pyridine-2-carboxylic acid (Compound 232D, 0.229 g, 0.823 mmol) in DMF (2.0 mL, 26 mmol) was cooled to 0° C. treated with DIPEA (2.87 mL, 16.4 mmol), methylamine hydrochloride (0.556 g, 8.23 mmol) and TBTU (0.396 g, 1.23 mmol). The flask was sealed and the mixture was allowed to come up to RT and stir overnight. The DMF and DIPEA were removed in vacuo and the residue was taken up in water and extracted multiple times with EtOAc and DCM. The co... RXN SMILES: [Cl:1][C:2]1[CH:30]=[CH:29][C:5]([CH2:6][N:7]2[C:15]3[C:10](=[CH:11][C:12](/[CH:16]=[C:17]4/[C:18](=[O:27])[N:19]([CH2:23][C:24](O)=O)[C:20](=[O:22])[S:21]/4)=[CH:13][CH:14]=3)[C:9]([Cl:28])=[N:8]2)=[C:4]([C:31]([F:34])([F:33])[F:32])[CH:3]=1.[CH3:35][N:36]1C[CH2:39][CH2:38][C@H:37]1CO>>[Cl:28][C:9]1[C:10]2[C:15](=[CH:14][CH:13]=[C:12](/[CH:16]=[C:17]3/[C:18](=[O:27])[N:19]([CH2:23][C@@H:24]4[CH2:39][CH2:38][CH2:37][N:36]4[CH3:35])[C:20](=[O:22])[S:21]/3)[CH:11]=2)[N:7]([CH2:6][C:5]2[CH:29]=[CH:30][C:2]([Cl:1])=[CH:3][C:4]=2[C:31]([F:34])([F:32])[F:33])[N:8]=1. Procedure details: (5Z)-5-({3-Chloro-1-[4-chloro-2-(trifluoromethyl)benzyl]-1H-indazol-5-yl}-methylidene)-3-{[(2S)-1-methylpyrrolidin-2-yl]methyl}-1,3-thiazolidine-2,4-dione was prepared from [(5Z)-5-({3-chloro-1-[4-chloro-2-(trifluoromethyl)benzyl]-1H-indazol-5-yl}methylidene)-2,4-dioxo-1,3-thiazolidine (from Example 287) and (2S)-(−)-1-methyl-2-pyrrolidinemethanol following General Procedure J. The product is ClC1=NN(C2=CC=C(C=C12)\C=C/1\C(N(C(S1)=O)C[C@H]1N(CCC1)C)=O)CC1=C(C=C(C=C1)Cl)C(F)(F)F ((5Z)-5-({3-Chloro-1-[4-chloro-2-(trifluoromethyl)benzyl]-1H-indazol-5-yl}-methylidene)-3-{[(2S)-1-methylpyrrolidin-2-yl]methyl}-1,3-thiazolidine-2,4-dione). Reactants: ClC1=CC(=C(CN2N=C(C3=CC(=CC=C23)\C=C/2\C(N(C(S2)=O)CC(=O)O)=O)Cl)C=C1)C(F)(F)F ([(5Z)-5-({1-[4-Chloro-2-(trifluoromethyl)benzyl]-3-chloro-1H-indazol-5-yl}methylidene)-2,4-dioxo-1,3-thiazolidin-3-yl]acetic acid), CN1[C@@H](CCC1)CO ((2S)-(−)-1-methyl-2-pyrrolidinemethanol). The reactants are CC(C[C@@H](C(=O)O)[C@@H](CCC)O)C ((2R,3R)-2-(2-methyl-1-propyl)-3-hydroxyhexanoic acid), O1C(CCCC1)ON (2-tetrahydropyranyloxyamine), C(CCl)Cl (EDC). Solvent: CCOC(=O)C (EtOAc), ClCCl (dichloromethane). Run at temperature 25 celsius, time 12 hour. The product is O1C(CCCC1)ONC([C@@H]([C@@H](CCC)O)CC(C)C)=O ((2R,3R)-2-(2-methyl-1-propyl)-3-hydroxyhexanoic acid 2-tetrahydropyranyloxyamide). The yield is 97.0%. As a reaction SMILES: [CH3:1][CH:2]([CH3:13])[CH2:3][C@H:4]([C@H:8]([OH:12])[CH2:9][CH2:10][CH3:11])[C:5]([OH:7])=O.[O:14]1[CH2:19][CH2:18][CH2:17][CH2:16][CH:15]1[O:20][NH2:21].C(Cl)CCl>ClCCl.CCOC(C)=O>[O:14]1[CH2:19][CH2:18][CH2:17][CH2:16][CH:15]1[O:20][NH:21][C:5](=[O:7])[C@H:4]([CH2:3][CH:2]([CH3:1])[CH3:13])[C@H:8]([OH:12])[CH2:9][CH2:10][CH3:11]. Procedure details: To a stirred solution of (2R,3R)-2-(2-methyl-1-propyl)-3-hydroxyhexanoic acid (6.0 g, 32.3 mmol) in 33 mL of dichloromethane at 0° C. is added 2-tetrahydropyranyloxyamine (7.70 g, 65.8 mmol) followed by EDC (7.50 g, 39.4 mmol). The reaction mixture is allowed to warm to 25° C., stirred 12 h, then diluted with 100 mL of EtOAc and washed successively with 50 mL each of water, 1 M aqueous sodium bisulfate solution, saturated aqueous sodium bicarbonate and saturated aqueous sodium chloride. The comb...